From a dataset of the Open Reaction Database (ORD), a public repository of structured organic reaction records. describe an organic reaction: reactants, conditions, products, and yield The reactants are ClCCCCOC1=CC=C(C=C1)C1=NC2=C(N1)C=CC=C2 (2-[4-(4-chlorobutoxy) phenyl]-1H-benzimidazole), C1(=CC=CC=C1)N1CCNCC1 (1-phenylpiperazine). Run in CN(C=O)C (dimethylformamide). The product is N (ammonia), C1(=CC=CC=C1)N1CCN(CC1)CCCCOC1=CC=C(C=C1)C1=NC2=C(N1)C=CC=C2 (2-[4-[4-(4-Phenyl-1-piperazinyl)butoxy]phenyl]-1H-benzimidazole). Isolated yield 84.6%. RXN SMILES: Cl[CH2:2][CH2:3][CH2:4][CH2:5][O:6][C:7]1[CH:12]=[CH:11][C:10]([C:13]2[NH:17][C:16]3[CH:18]=[CH:19][CH:20]=[CH:21][C:15]=3[N:14]=2)=[CH:9][CH:8]=1.[C:22]1([N:28]2[CH2:33][CH2:32][NH:31][CH2:30][CH2:29]2)[CH:27]=[CH:26][CH:25]=[CH:24][CH:23]=1>CN(C)C=O>[NH3:14].[C:22]1([N:28]2[CH2:33][CH2:32][N:31]([CH2:2][CH2:3][CH2:4][CH2:5][O:6][C:7]3[CH:12]=[CH:11][C:10]([C:13]4[NH:17][C:16]5[CH:18]=[CH:19][CH:20]=[CH:21][C:15]=5[N:14]=4)=[CH:9][CH:8]=3)[CH2:30][CH2:29]2)[CH:27]=[CH:26][CH:25]=[CH:24][CH:23]=1. Reported procedure: A mixture of 2-[4-(4-chlorobutoxy) phenyl]-1H-benzimidazole (Example C) (0.25 g) and 1-phenylpiperazine (0.70 g) is stirred at 110° C. in dimethylformamide (20 mL) for 6 hours. The solvent is evaporated and the residue is purified by chromatography on silica gel eluting with 100:8:1 dichloromethane: ethanol: 0.880 aqueous ammonia to give 0.15 g of the title compound as a brown solid; mp 193°-196° C. Reported procedure: Following a similar procedure to that of Example 9, the title compound was synthesized from 2,6-dichloro-N-(5-methyl-1H-pyrazol-3-yl)pyrimidin-4-amine (Method 17) and (5)-1-(5-fluoropyrimidin-2-yl)ethanamine hydrochloride (Method 7). m/z 348. RXN SMILES: Cl[C:2]1[N:7]=[C:6]([NH:8][C:9]2[CH:13]=[C:12]([CH3:14])[NH:11][N:10]=2)[CH:5]=[C:4]([Cl:15])[N:3]=1.Cl.[F:17][C:18]1[CH:19]=[N:20][C:21]([C@@H:24]([NH2:26])[CH3:25])=[N:22][CH:23]=1>>[Cl:15][C:4]1[N:3]=[C:2]([NH:26][C@H:24]([C:21]2[N:22]=[CH:23][C:18]([F:17])=[CH:19][N:20]=2)[CH3:25])[N:7]=[C:6]([NH:8][C:9]2[CH:13]=[C:12]([CH3:14])[NH:11][N:10]=2)[CH:5]=1 |f:1.2|. The product is ClC1=CC(=NC(=N1)N[C@@H](C)C1=NC=C(C=N1)F)NC1=NNC(=C1)C (6-Chloro-N2-[(1S)-1-(5-fluoropyrimidin-2-yl)ethyl]-N4-(5-methyl-1H-pyrazol-3-yl)pyrimidine-2,4-diamine). The reactants are ClC1=NC(=CC(=N1)NC1=NNC(=C1)C)Cl (2,6-dichloro-N-(5-methyl-1H-pyrazol-3-yl)pyrimidin-4-amine), Cl.FC=1C=NC(=NC1)[C@H](C)N ((5)-1-(5-fluoropyrimidin-2-yl)ethanamine hydrochloride). Starting materials: solution, [F-].C(CCC)[N+](CCCC)(CCCC)CCCC (tetra-n-butylammonium fluoride), O([Si](C)(C)C(C)(C)C)CCN=NN(C(NC)=O)C (1-(2-(tert-butyldimethylsiloxy)ethyl)-3-methyl-3-(N-methylcarbamoyl)triazene). The solvent is O1CCCC1 (tetrahydrofuran), O1CCCC1 (tetra-hydrofuran). Yields the product OCCN=NN(C(NC)=O)C (1-(2-hydroxyethyl)-3-methyl-3-(N-methylcarbamoyl)triazene), 5c. The yield is 27.8%. RXN SMILES: [F-].C([N+](CCCC)(CCCC)CCCC)CCC.[O:19]([CH2:27][CH2:28][N:29]=[N:30][N:31]([CH3:36])[C:32](=[O:35])[NH:33][CH3:34])[Si](C(C)(C)C)(C)C>O1CCCC1>[OH:19][CH2:27][CH2:28][N:29]=[N:30][N:31]([CH3:36])[C:32](=[O:35])[NH:33][CH3:34] |f:0.1|. Reported procedure: 5c. A 1.0M solution (100 mL) of tetra-n-butylammonium fluoride in tetrahydrofuran was added dropwise to a stirred solution of 1-(2-(tert-butyldimethylsiloxy)ethyl)-3-methyl-3-(N-methylcarbamoyl)triazene in tetra-hydrofuran at -10° C. over 1 h. The volume of the solution was then reduced 50% with a rotary evaporator at 25° C. and the resultant solution was chromatographed on a column of 250 g of Silica Gel 60 (EM, neutral, 70-230 mesh) packed in ether. The column was eluted with 5 L of ether. The... Reactants: CCO, CC(=O)Nc1ccc2nc(N3CCN(C4CC4)CC3)sc2c1, Cl, [Na+], [OH-]. Yields the product Nc1ccc2nc(N3CCN(C4CC4)CC3)sc2c1. As a reaction SMILES: [CH3:26][CH2:27][OH:28].[CH:1]1([N:4]2[CH2:5][CH2:6][N:7]([c:10]3[s:11][c:12]4[c:13]([n:14]3)[cH:15][cH:16][c:17]([NH:19][C:20](=[O:21])[CH3:22])[cH:18]4)[CH2:8][CH2:9]2)[CH2:2][CH2:3]1.[ClH:23].[Na+:25].[OH-:24]>>[CH:1]1([N:4]2[CH2:5][CH2:6][N:7]([c:10]3[s:11][c:12]4[c:13]([n:14]3)[cH:15][cH:16][c:17]([NH2:19])[cH:18]4)[CH2:8][CH2:9]2)[CH2:2][CH2:3]1. Starting materials: ClC=1N=C2N(C(C1)=O)N=C(S2)C2=CC(=CC=C2)[N+](=O)[O-] (7-chloro-2-(3-nitrophenyl)-5H-[1,3,4]thiadiazolo[3,2-a]pyrimidin-5-one), N1(CCNCC1)C(=O)OC(C)(C)C (tert-butyl 1-piperazinecarboxylate), CCN(C(C)C)C(C)C (DIPEA). Run in CC#N (MeCN). Run at temperature 150 celsius. Yields the product [N+](=O)([O-])C=1C=C(C=CC1)C1=NN2C(=NC(=CC2=O)N2CCN(CC2)C(=O)OC(C)(C)C)S1 (tert-butyl 4-(2-(3-nitrophenyl)-5-oxo-5H-[1,3,4]thiadiazolo[3,2-a]pyrimidin-7-yl)piperazine-1-carboxylate). Isolated yield 96.9%. RXN SMILES: Cl[C:2]1[N:3]=[C:4]2[S:11][C:10]([C:12]3[CH:17]=[CH:16][CH:15]=[C:14]([N+:18]([O-:20])=[O:19])[CH:13]=3)=[N:9][N:5]2[C:6](=[O:8])[CH:7]=1.[N:21]1([C:27]([O:29][C:30]([CH3:33])([CH3:32])[CH3:31])=[O:28])[CH2:26][CH2:25][NH:24][CH2:23][CH2:22]1.CCN(C(C)C)C(C)C>CC#N>[N+:18]([C:14]1[CH:13]=[C:12]([C:10]2[S:11][C:4]3=[N:3][C:2]([N:24]4[CH2:23][CH2:22][N:21]([C:27]([O:29][C:30]([CH3:33])([CH3:32])[CH3:31])=[O:28])[CH2:26][CH2:25]4)=[CH:7][C:6](=[O:8])[N:5]3[N:9]=2)[CH:17]=[CH:16][CH:15]=1)([O-:20])=[O:19]. Procedure: To 7-chloro-2-(3-nitrophenyl)-5H-[1,3,4]thiadiazolo[3,2-a]pyrimidin-5-one (1.0 g, 3.24 mmol) in MeCN (30 ml) in a microwave vial is added tert-butyl 1-piperazinecarboxylate (0.724 g, 3.89 mmol) followed by DIPEA (1.697 ml, 9.72 mmol). The mixture is heated in the microwave to 150° C. for 25 min., cooled and concentrated in vacuo and purified via column chromatography on a 50 g snap column with 0-10% MeOH/DCM gradient elution to give tert-butyl 4-(2-(3-nitrophenyl)-5-oxo-5H-[1,3,4]thiadiazolo[3,2...